This data is from the Open Reaction Database (ORD), a public repository of structured organic reaction records. The task is: describe an organic reaction: reactants, conditions, products, and yield The reactants are COC(CC1(OC2=C(CC1)C(=C(C(=C2C)C)OCCCOC2=C(C(=C(C=C2)C(C)=O)O)CCC)C)C)=O (racemic-6-[3-(4-acetyl-3-hydroxy-2-propylphenoxy)propoxy]-3,4-dihydro-2,5,7,8-tetramethyl-2H-1-benzopyran-2-acetic acid methyl ester), [OH-].[Na+] (sodium hydroxide). Product: C(C)(=O)C1=C(C(=C(OCCCOC=2C(=C(C3=C(CCC(O3)(CC(=O)O)C)C2C)C)C)C=C1)CCC)O (racemic-6-[3-(4-acetyl-3-hydroxy-2-propylphenoxy)propoxy]-3,4-dihydro-2,5,7,8-tetramethyl-2H-1-benzopyran-2-acetic acid). Yield: 59.6%. Reaction SMILES: C[O:2][C:3](=[O:37])[CH2:4][C:5]1([CH3:36])[CH2:10][CH2:9][C:8]2[C:11]([CH3:35])=[C:12]([O:17][CH2:18][CH2:19][CH2:20][O:21][C:22]3[CH:27]=[CH:26][C:25]([C:28](=[O:30])[CH3:29])=[C:24]([OH:31])[C:23]=3[CH2:32][CH2:33][CH3:34])[C:13]([CH3:16])=[C:14]([CH3:15])[C:7]=2[O:6]1.[OH-].[Na+]>>[C:28]([C:25]1[CH:26]=[CH:27][C:22]([O:21][CH2:20][CH2:19][CH2:18][O:17][C:12]2[C:13]([CH3:16])=[C:14]([CH3:15])[C:7]3[O:6][C:5]([CH3:36])([CH2:4][C:3]([OH:37])=[O:2])[CH2:10][CH2:9][C:8]=3[C:11]=2[CH3:35])=[C:23]([CH2:32][CH2:33][CH3:34])[C:24]=1[OH:31])(=[O:30])[CH3:29] |f:1.2|. Reported procedure: A 0.669 g sample of the methyl ester from Example 20 was saponified with sodium hydroxide using the procedure described in Example 17. The crude acid product was chromatographed on 30 g of silica gel. Elution with 2:1 hexane-ethyl acetate afforded 0.386 g (59.6%) of racemic-6-[3-(4-acetyl-3-hydroxy-2-propylphenoxy)propoxy]-3,4-dihydro-2,5,7,8-tetramethyl-2H-1-benzopyran-2-acetic acid as a yellow glass. Reactants: CC(=O)OC(C)=O, CC(=O)O, O=C(O)c1cccc(Oc2ccc(C(F)(F)F)cc2Cl)c1, O=[N+]([O-])O, O=S(=O)(O)O. The product is O=C(O)c1cc(Oc2ccc(C(F)(F)F)cc2Cl)ccc1[N+](=O)[O-]. As a reaction SMILES: [CH3:22][C:23]([O:24][C:25](=[O:26])[CH3:27])=[O:28].[CH3:29][C:30](=[O:31])[OH:32].[Cl:1][c:2]1[c:3]([O:4][c:5]2[cH:6][c:7]([C:8](=[O:9])[OH:10])[cH:11][cH:12][cH:13]2)[cH:14][cH:15][c:16]([C:18]([F:19])([F:20])[F:21])[cH:17]1.[OH:38][N+:39]([O-:40])=[O:41].[S:33](=[O:34])(=[O:35])([OH:36])[OH:37]>>[Cl:1][c:2]1[c:3]([O:4][c:5]2[cH:6][c:7]([C:8](=[O:9])[OH:10])[c:11]([N+:39](=[O:38])[O-:40])[cH:12][cH:13]2)[cH:14][cH:15][c:16]([C:18]([F:19])([F:20])[F:21])[cH:17]1. The yield is 62.0%. Product: COC=1C=C(C=CC1OC)C1=C(C(=O)OCC)C=CC(=N1)C1=CC=CC=C1 (ethyl 2-(3,4-dimethoxyphenyl)-6-phenylnicotinate). As a reaction SMILES: [CH3:1][O:2][C:3]1[CH:4]=[C:5]([CH:24]=[CH:25][C:26]=1[O:27][CH3:28])[C:6]([CH:8]([CH2:14][CH2:15][C:16](=O)[C:17]1[CH:22]=[CH:21][CH:20]=[CH:19][CH:18]=1)[C:9]([O:11][CH2:12][CH3:13])=[O:10])=O.C([O-])(=O)C.[NH4+:33].C(O)(=O)C>O>[CH3:1][O:2][C:3]1[CH:4]=[C:5]([C:6]2[N:33]=[C:16]([C:17]3[CH:22]=[CH:21][CH:20]=[CH:19][CH:18]=3)[CH:15]=[CH:14][C:8]=2[C:9]([O:11][CH2:12][CH3:13])=[O:10])[CH:24]=[CH:25][C:26]=1[O:27][CH3:28] |f:1.2|. Solvent: O (water). The reactants are COC=1C=C(C(=O)C(C(=O)OCC)CCC(C2=CC=CC=C2)=O)C=CC1OC (ethyl 2-(3,4-dimethoxybenzoyl)-5-oxo-5-phenylvalerate), C(C)(=O)[O-].[NH4+] (ammonium acetate), C(C)(=O)O (acetic acid). Reported procedure: A mixture of ethyl 2-(3,4-dimethoxybenzoyl)-5-oxo-5-phenylvalerate (compound no. 314; 7.7 g; 0.02 mole), ammonium acetate (3.1 g; 0.04 mole) and acetic acid (30 ml) is heated to reflux temperature for 4 hours. The reaction medium is poured into water (300 ml): an oil is released. The latter is extracted with ethyl acetate (200 ml). The organic solution is washed with water (3×100 ml), then dried over anhydrous magnesium sulphate and concentrated under reduced pressure. A light brown oil (4.5 g; ... The reactants are CN(C(=O)NC1=CC(=NO1)C(C)(C)C)C (1,1-dimethyl-(3-t-butyl-5-isoxazolyl)-urea), C(C)(=O)[O-].[Na+] (sodium acetate), C(C)(=O)O (acetic acid), BrBr (bromine), resultant mixture, ice water. Run in C(Cl)Cl (methylene chloride). The product is CN(C(=O)NC1=C(C(=NO1)C(C)(C)C)Br)C (1,1-dimethyl-3-(3-t-butyl-4-bromo-5-isoxazolyl)urea). Yield: 99.9%. Reaction SMILES: [CH3:1][N:2]([CH3:15])[C:3]([NH:5][C:6]1[O:10][N:9]=[C:8]([C:11]([CH3:14])([CH3:13])[CH3:12])[CH:7]=1)=[O:4].C([O-])(=O)C.[Na+].C(O)(=O)C.[Br:25]Br>C(Cl)Cl>[CH3:1][N:2]([CH3:15])[C:3]([NH:5][C:6]1[O:10][N:9]=[C:8]([C:11]([CH3:12])([CH3:14])[CH3:13])[C:7]=1[Br:25])=[O:4] |f:1.2|. Reported procedure: To a mixture of 1,1-dimethyl-(3-t-butyl-5-isoxazolyl)-urea (0.70 g), anhydrous sodium acetate (0.30 g) and glacial acetic acid (3.3 ml), bromine (0.53 g) is added dropwise in 10 minutes with ice cooling and stirring and the resultant mixture is stirred for 15 minutes. The reaction mixture is poured into ice water (30 ml) and shaken with methylene chloride. The organic layer is washed with saturated aqueous sodium bicarbonate solution and then water and evaporated to remove the solvent. The resid...